Dataset: the Open Reaction Database (ORD), a public repository of structured organic reaction records. Task: describe an organic reaction: reactants, conditions, products, and yield Product: NC1=C(C=CC(=C1)OC)N1C=CC=C1 (1-(2-amino-4-methoxyphenyl)pyrrole). Procedure: A stirred solution of 33.5 g (0.154 mole) of 1-(4-methoxy-2-nitrophenyl)pyrrole in 684 ml. of tetrahydrofuran and 340 ml. of water is treated according to the manipulative procedure described in Example 13(b) to give 1-(2-amino-4-methoxyphenyl)pyrrole, m.p. 42°-43° C. The solvent is O (water). RXN SMILES: [CH3:1][O:2][C:3]1[CH:8]=[CH:7][C:6]([N:9]2[CH:13]=[CH:12][CH:11]=[CH:10]2)=[C:5]([N+:14]([O-])=O)[CH:4]=1.O1CCCC1>O>[NH2:14][C:5]1[CH:4]=[C:3]([O:2][CH3:1])[CH:8]=[CH:7][C:6]=1[N:9]1[CH:10]=[CH:11][CH:12]=[CH:13]1. Reactants: COC1=CC(=C(C=C1)N1C=CC=C1)[N+](=O)[O-] (1-(4-methoxy-2-nitrophenyl)pyrrole), O1CCCC1 (tetrahydrofuran). Starting materials: ClC=1C=CC(=NC1)C(=O)O (5-chloropyridine-2-carboxylic acid), C1COC(C2=CC(=CC=C2)N)O1 (3-aminobenzaldehyde ethylene acetal). Yields the product title compound, O1C(OCC1)C=1C=C(C=CC1)NC(=O)C1=NC=C(C=C1)Cl (5-chloro-pyridine-2-carboxylic acid (3-[1,3]dioxolan-2-yl-phenyl)-amide). Reaction SMILES: [Cl:1][C:2]1[CH:3]=[CH:4][C:5]([C:8]([OH:10])=O)=[N:6][CH:7]=1.[CH2:11]1[O:22][CH:14]([C:15]2[CH:20]=[CH:19][CH:18]=[C:17]([NH2:21])[CH:16]=2)[O:13][CH2:12]1>>[O:13]1[CH2:12][CH2:11][O:22][CH:14]1[C:15]1[CH:16]=[C:17]([NH:21][C:8]([C:5]2[CH:4]=[CH:3][C:2]([Cl:1])=[CH:7][N:6]=2)=[O:10])[CH:18]=[CH:19][CH:20]=1. Procedure: The title compound is prepared according to the reaction sequence described above for L-7 starting from 5-chloropyridine-2-carboxylic acid and 3-aminobenzaldehyde ethylene acetal to yield 5-chloro-pyridine-2-carboxylic acid (3-[1,3]dioxolan-2-yl-phenyl)-amide; LC-MS A: tR=0.84 min; [M+H]+=305.13 which is treated with m-chloro-perbenzoic acid to deliver 5-chloro-1-oxy-pyridine-2-carboxylic acid (3-[1,3]dioxolan-2-yl-phenyl)-amide; LC-MS A: tR=0.77 min; [M+H]+=321.02, then deprotected with HCl 10%... Procedure details: To 1-(2-hydroxy-4-(methoxymethoxy)phenyl)ethanone (618 mg, 3.15 mmol) and 4-(benzyloxy)-3-(methoxymethoxy)benzaldehyde (816 mg, 3 mmol) in a 25-mL round-bottom flask under Ar atmosphere was added 2.5 mL of a freshly made 5% KOH in EtOH solution. The mixture was vigorously stirred at rt until it solidified and kept at rt for 6 days. It was taken up in ether (100 mL) and added 0.5 M HCl to pH=5, and stirred for 3 min. The mixture was washed with water (2×100 mL) and dried over MgSO4 and concentrat... Conditions: time 6 day. Yields the product C(C1=CC=CC=C1)OC1=C(C=C(C=C1)/C=C/C(=O)C1=C(C=C(C=C1)OCOC)O)OCOC ((E)-3-(4-(benzyloxy)-3-(methoxymethoxy)phenyl)-1-(2-hydroxy-4-(methoxymethoxy)phenyl)prop-2-en-1-one). Run in CCO (EtOH), CCOCC (ether). As a reaction SMILES: [OH:1][C:2]1[CH:7]=[C:6]([O:8][CH2:9][O:10][CH3:11])[CH:5]=[CH:4][C:3]=1[C:12](=[O:14])[CH3:13].[CH2:15]([O:22][C:23]1[CH:30]=[CH:29][C:26]([CH:27]=O)=[CH:25][C:24]=1[O:31][CH2:32][O:33][CH3:34])[C:16]1[CH:21]=[CH:20][CH:19]=[CH:18][CH:17]=1.[OH-].[K+].Cl>CCO.CCOCC>[CH2:15]([O:22][C:23]1[CH:30]=[CH:29][C:26](/[CH:27]=[CH:13]/[C:12]([C:3]2[CH:4]=[CH:5][C:6]([O:8][CH2:9][O:10][CH3:11])=[CH:7][C:2]=2[OH:1])=[O:14])=[CH:25][C:24]=1[O:31][CH2:32][O:33][CH3:34])[C:16]1[CH:17]=[CH:18][CH:19]=[CH:20][CH:21]=1 |f:2.3|. The yield is 57.7%. The reactants are Cl (HCl), OC1=C(C=CC(=C1)OCOC)C(C)=O (1-(2-hydroxy-4-(methoxymethoxy)phenyl)ethanone), C(C1=CC=CC=C1)OC1=C(C=C(C=O)C=C1)OCOC (4-(benzyloxy)-3-(methoxymethoxy)benzaldehyde), [OH-].[K+] (KOH). Starting materials: C1(=CC=CC=C1)C1=CC=C(OCC(C(C)(C)C)=O)C=C1 (1-(4'-phenyl-phenoxy)-3,3-dimethylbutan-2-one), S(=O)(=O)(Cl)Cl (sulfuryl chloride). Solvent: C(Cl)Cl (methylene chloride). The product is ClC(C(C(C)(C)C)=O)OC1=CC=C(C=C1)C1=CC=CC=C1 (1-chloro-1-(4'-phenyl-phenoxy)-3,3-dimethylbutan-2-one). Reaction SMILES: [C:1]1([C:7]2[CH:20]=[CH:19][C:10]([O:11][CH2:12][C:13](=[O:18])[C:14]([CH3:17])([CH3:16])[CH3:15])=[CH:9][CH:8]=2)[CH:6]=[CH:5][CH:4]=[CH:3][CH:2]=1.S(Cl)([Cl:24])(=O)=O>C(Cl)Cl>[Cl:24][CH:12]([O:11][C:10]1[CH:9]=[CH:8][C:7]([C:1]2[CH:2]=[CH:3][CH:4]=[CH:5][CH:6]=2)=[CH:20][CH:19]=1)[C:13](=[O:18])[C:14]([CH3:16])([CH3:17])[CH3:15]. Reported procedure: 1,292 g (4.83 moles) of 1-(4'-phenyl-phenoxy)-3,3-dimethylbutan-2-one were dissolved in 2.5 l of methylene chloride and 400 ml (4.9 moles) of sulfuryl chloride were added dropwise at the boil. The mixture was heated under reflux for 15 hours and was then concentrated by distilling off the solvent. After adding 250 ml of carbon tetrachloride, the solvent was again distilled off under a water-pump vacuum (bath temperature 65° C.). Crude 1-chloro-1-(4'-phenyl-phenoxy)-3,3-dimethylbutan-2-one was ob... Starting materials: Brc1cccc2cnccc12, CC(C)(C)P(c1ccccc1-c1ccccc1)C(C)(C)C, CC(C)(C)OC(=O)NCCN, CCOC(C)=O, CC(C)(C)[O-], Cc1ccccc1, [Na+], O=C(C=Cc1ccccc1)C=Cc1ccccc1, O=C(C=Cc1ccccc1)C=Cc1ccccc1, O=C(C=Cc1ccccc1)C=Cc1ccccc1, [Pd], [Pd]. Product: CC(C)(C)OC(=O)NCCNc1cccc2cnccc12. As a reaction SMILES: [Br:1][c:2]1[c:3]2[cH:4][cH:5][n:6][cH:7][c:8]2[cH:9][cH:10][cH:11]1.[C:12]([P:13]([C:14]([CH3:15])([CH3:16])[CH3:17])[c:18]1[cH:19][cH:20][cH:21][cH:22][c:23]1-[c:24]1[cH:25][cH:26][cH:27][cH:28][cH:29]1)([CH3:30])([CH3:31])[CH3:32].[C:33]([CH3:34])([CH3:35])([CH3:36])[O:37][C:38]([NH:39][CH2:40][CH2:41][NH2:42])=[O:43].[CH3:113][CH2:114][O:115][C:116](=[O:117])[CH3:118].[CH3:44][C:45]([CH3:46])([O-:47])[CH3:48].[CH3:50][c:51]1[cH:52][cH:53][cH:54][cH:55][cH:56]1.[Na+:49].[O:59]=[C:60]([CH:61]=[CH:62][c:63]1[cH:64][cH:65][cH:66][cH:67][cH:68]1)[CH:69]=[CH:70][c:71]1[cH:72][cH:73][cH:74][cH:75][cH:76]1.[O:77]=[C:78]([CH:79]=[CH:80][c:81]1[cH:82][cH:83][cH:84][cH:85][cH:86]1)[CH:87]=[CH:88][c:89]1[cH:90][cH:91][cH:92][cH:93][cH:94]1.[O:95]=[C:96]([CH:97]=[CH:98][c:99]1[cH:100][cH:101][cH:102][cH:103][cH:104]1)[CH:105]=[CH:106][c:107]1[cH:108][cH:109][cH:110][cH:111][cH:112]1.[Pd:57].[Pd:58]>>[c:2]1([NH:42][CH2:41][CH2:40][NH:39][C:38]([O:37][C:33]([CH3:34])([CH3:35])[CH3:36])=[O:43])[c:3]2[cH:4][cH:5][n:6][cH:7][c:8]2[cH:9][cH:10][cH:11]1. Starting materials: CCOC(=O)c1cn(Cc2ccc(-c3ccccc3-c3nnn[nH]3)cc2)c2sc(CC)cc2c1=O, Cl, [Na+], [OH-]. The product is CCc1cc2c(=O)c(C(=O)O)cn(Cc3ccc(-c4ccccc4-c4nnn[nH]4)cc3)c2s1. RXN SMILES: [CH2:1]([CH3:2])[c:3]1[cH:4][c:5]2[c:6]([n:7]([CH2:17][c:18]3[cH:19][cH:20][c:21](-[c:24]4[c:25](-[c:30]5[n:31][n:32][n:33][nH:34]5)[cH:26][cH:27][cH:28][cH:29]4)[cH:22][cH:23]3)[cH:8][c:9]([C:12](=[O:13])[O:14][CH2:15][CH3:16])[c:10]2=[O:11])[s:35]1.[ClH:36].[Na+:38].[OH-:37]>>[CH2:1]([CH3:2])[c:3]1[cH:4][c:5]2[c:6]([n:7]([CH2:17][c:18]3[cH:19][cH:20][c:21](-[c:24]4[c:25](-[c:30]5[nH:31][n:32][n:33][n:34]5)[cH:26][cH:27][cH:28][cH:29]4)[cH:22][cH:23]3)[cH:8][c:9]([C:12](=[O:13])[OH:14])[c:10]2=[O:11])[s:35]1.